From a dataset of the Open Reaction Database (ORD), a public repository of structured organic reaction records. describe an organic reaction: reactants, conditions, products, and yield Reactants: ClC=1C=C(C(=O)O)C=CC1N1CC(CC1)N(C)C (3-chloro-4-(3-dimethylamino-pyrrolidin-1-yl)-benzoic acid), ClC1=CC2=C(NC(=N2)[C@H](C)N)C=C1 ((1S)-1-(5-chloro-1H-benzimidazol-2-yl)-ethylamine), CN(C)C(=[N+](C)C)ON1C2=C(C=CC=C2)N=N1.[B-](F)(F)(F)F (TBTU). Run in CN(C)C=O (DMF). Yields the product ClC=1C=C(C(=O)N[C@@H](C)C2=NC3=C(N2)C=CC(=C3)Cl)C=CC1N1CC(CC1)N(C)C (3-chloro-N-[(1S)-1-(5-chloro-1H-benzimidazol-2-yl)-ethyl]-4-(3-dimethylamino-pyrrolidin-1-yl)-benzamide). Reaction SMILES: [Cl:1][C:2]1[CH:3]=[C:4]([CH:8]=[CH:9][C:10]=1[N:11]1[CH2:15][CH2:14][CH:13]([N:16]([CH3:18])[CH3:17])[CH2:12]1)[C:5]([OH:7])=O.[Cl:19][C:20]1[CH:31]=[CH:30][C:23]2[NH:24][C:25]([C@@H:27]([NH2:29])[CH3:28])=[N:26][C:22]=2[CH:21]=1.CN(C(ON1N=NC2C=CC=CC1=2)=[N+](C)C)C.[B-](F)(F)(F)F>CN(C=O)C>[Cl:1][C:2]1[CH:3]=[C:4]([CH:8]=[CH:9][C:10]=1[N:11]1[CH2:15][CH2:14][CH:13]([N:16]([CH3:18])[CH3:17])[CH2:12]1)[C:5]([NH:29][C@H:27]([C:25]1[NH:24][C:23]2[CH:30]=[CH:31][C:20]([Cl:19])=[CH:21][C:22]=2[N:26]=1)[CH3:28])=[O:7] |f:2.3|. Reported procedure: Prepared analogously to Example 1f from 3-chloro-4-(3-dimethylamino-pyrrolidin-1-yl)-benzoic acid and (1S)-1-(5-chloro-1H-benzimidazol-2-yl)-ethylamine with TBTU and TEA in DMF. The reactants are COC(=O)C1=CC=C(C=2C1=NSN2)C2=NOC(C2)(C(F)(F)F)C2=CC(=CC(=C2)Cl)Cl (7-[5-(3,5-dichlorophenyl)-5-(trifluoromethyl)-4,5-dihydro-isoxazol-3-yl]-benzo[1,2,5]thiadiazole-4-carboxylic acid methyl ester), [OH-].[Na+] (sodium hydroxide), Cl (hydrochloric acid). The solvent is O1CCCC1 (tetrahydrofuran), C(C)(=O)OCC (ethyl acetate). Reaction conditions: time 1.5 hour. Product: ClC=1C=C(C=C(C1)Cl)C1(CC(=NO1)C1=CC=C(C2=NSN=C21)C(=O)O)C(F)(F)F (7-[5-(3,5-dichloro-phenyl)-5-trifluoromethyl-4,5-dihydro-isoxazol-3-yl]-benzo[1,2,5]thiadiazole-4-carboxylic acid). The yield is 33.1%. RXN SMILES: C[O:2][C:3]([C:5]1[C:10]2=[N:11][S:12][N:13]=[C:9]2[C:8]([C:14]2[CH2:18][C:17]([C:23]3[CH:28]=[C:27]([Cl:29])[CH:26]=[C:25]([Cl:30])[CH:24]=3)([C:19]([F:22])([F:21])[F:20])[O:16][N:15]=2)=[CH:7][CH:6]=1)=[O:4].[OH-].[Na+].Cl>O1CCCC1.C(OCC)(=O)C>[Cl:29][C:27]1[CH:28]=[C:23]([C:17]2([C:19]([F:22])([F:20])[F:21])[O:16][N:15]=[C:14]([C:8]3[C:9]4[C:10](=[N:11][S:12][N:13]=4)[C:5]([C:3]([OH:4])=[O:2])=[CH:6][CH:7]=3)[CH2:18]2)[CH:24]=[C:25]([Cl:30])[CH:26]=1 |f:1.2|. Procedure: To a solution of 7-[5-(3,5-dichlorophenyl)-5-(trifluoromethyl)-4,5-dihydro-isoxazol-3-yl]-benzo[1,2,5]thiadiazole-4-carboxylic acid methyl ester (4.01 g) (Example I7) in tetrahydrofuran (30 ml) was added aqueous sodium hydroxide (1M) (25.3 ml). The reaction mixture was stirred at ambient temperature for 1.5 hours. Aqueous hydrochloric acid (1M) (100 ml) was added and the mixture diluted with ethyl acetate (150 ml). After separation of the layers, the aqueous layer was extracted with ethyl acetat... Starting materials: ice water, C1(=CC=CC=C1)SCC1(CC1)C(C=O)C (2-(1-Benzenesulfenylmethylcyclopropan-1-yl)propanal), O.NN (hydrazine hydrate), C([O-])([O-])=O.[K+].[K+] (potassium carbonate). Run in C(COCCO)O (diethylene glycol). Reaction conditions: temperature 150 celsius. Yields the product C1(=CC=CC=C1)SCC1(CC1)C(C)C (1-Benzenesulfenylmethyl-1-(2-propyl)cyclopropane). Yield: 101.8%. As a reaction SMILES: [C:1]1([S:7][CH2:8][C:9]2([CH:12]([CH3:15])[CH:13]=O)[CH2:11][CH2:10]2)[CH:6]=[CH:5][CH:4]=[CH:3][CH:2]=1.O.NN.C(=O)([O-])[O-].[K+].[K+]>C(O)COCCO>[C:1]1([S:7][CH2:8][C:9]2([CH:12]([CH3:15])[CH3:13])[CH2:10][CH2:11]2)[CH:6]=[CH:5][CH:4]=[CH:3][CH:2]=1 |f:1.2,3.4.5|. Reported procedure: A mixture of 14 (2.12 g, 8.62 mmol), hydrazine hydrate (55% in water, 7.4 mL, 131 mmol) and potassium carbonate (3.2 g, 23.2 mmol) in diethylene glycol (21 mL) was heated at 150° C. (bath temperature) for 3 hr. After cooled to ambient temperature, the mixture was poured into ice water and extracted with n-hexane. The combined organic layers were washed with cold diluted hydrochloric acid, water, sodium bicarbonate solution and brine, and dried over sodium sulfate. Filtration and concentration ga... Starting materials: C1CCNCC1, CCO, O=C1CSC(=O)N1, O=Cc1cccs1. Product: O=C1NC(=O)C(=Cc2cccs2)S1. RXN SMILES: [CH2:15]1[CH2:16][CH2:17][NH:18][CH2:19][CH2:20]1.[CH3:21][CH2:22][OH:23].[S:1]1[C:2](=[O:7])[NH:3][C:4](=[O:6])[CH2:5]1.[s:8]1[c:9]([CH:13]=[O:14])[cH:10][cH:11][cH:12]1>>[S:1]1[C:2](=[O:7])[NH:3][C:4](=[O:6])[C:5]1=[CH:13][c:9]1[s:8][cH:12][cH:11][cH:10]1. The reactants are ClC1=CC(=CC=C1)C(=O)OO (m-chloroperbenzoic acid), C1(=CC=CC=C1)C=CC1=C(C=CC=C1)C(C(=O)OC)=COC (methyl 2-[2-(2-phenylethenyl)phenyl]-3-methoxyacrylate). The solvent is C(Cl)Cl (methylene chloride). Product: C1(=CC=CC=C1)[C@H]1[C@@H](O1)C1=C(C=CC=C1)C(C(=O)OC)=COC (methyl trans-2-[2-(3-phenyl-2-oxiranyl)phenyl]-3-methoxyacrylate). The yield is 57.7%. Reaction SMILES: ClC1C=CC=C(C(OO)=[O:9])C=1.[C:12]1([CH:18]=[CH:19][C:20]2[CH:25]=[CH:24][CH:23]=[CH:22][C:21]=2[C:26](=[CH:31][O:32][CH3:33])[C:27]([O:29][CH3:30])=[O:28])[CH:17]=[CH:16][CH:15]=[CH:14][CH:13]=1>C(Cl)Cl>[C:12]1([C@@H:18]2[O:9][C@H:19]2[C:20]2[CH:25]=[CH:24][CH:23]=[CH:22][C:21]=2[C:26](=[CH:31][O:32][CH3:33])[C:27]([O:29][CH3:30])=[O:28])[CH:17]=[CH:16][CH:15]=[CH:14][CH:13]=1. Procedure: 7.2 g of m-chloroperbenzoic acid (about 50% pure) are added to a solution of 10.2 g of methyl 2-[2-(2-phenylethenyl)phenyl]-3-methoxyacrylate in 80 ml of methylene chloride. The reaction mixture is refluxed for two days and then the precipitate is filtered off with suction and the filtrate is washed twice with saturated sodium bicarbonate solution and water. The isolated organic phase is dried over sodium sulfate and concentrated, and the residue is recrystallized from methyl tert-butyl ether. 6...